From a dataset of the Open Reaction Database (ORD), a public repository of structured organic reaction records. describe an organic reaction: reactants, conditions, products, and yield The reactants are N([C@@H](CC1=CC=CC=C1)C(=O)O)C(=O)OC(C)(C)C (Boc-Phe), Cl.COC(CCCN)=O (methyl-γ-aminobutyrate hydrochloride salt), CN1CCOCC1 (N-methylmorpholine), C1(CCCCC1)N=C=NC1CCCCC1 (dicyclohexylcarbodiimide). The solvent is C(Cl)Cl (methylene chloride). Product: C(C)(C)(C)OC(=O)N[C@@H](CC1=CC=CC=C1)C(=O)COC(CCCN)=O (tert-butyloxycarbonyl-phenylalanylmethyl-γ-aminobutyrate), product. RXN SMILES: [NH:1]([C:13]([O:15][C:16]([CH3:19])([CH3:18])[CH3:17])=[O:14])[C@H:2]([C:10]([OH:12])=O)[CH2:3][C:4]1[CH:9]=[CH:8][CH:7]=[CH:6][CH:5]=1.Cl.[CH3:21][O:22][C:23](=[O:28])[CH2:24][CH2:25][CH2:26][NH2:27].CN1CCOCC1.C1(N=C=NC2CCCCC2)CCCCC1>C(Cl)Cl>[C:16]([O:15][C:13]([NH:1][C@H:2]([C:10]([CH2:21][O:22][C:23](=[O:28])[CH2:24][CH2:25][CH2:26][NH2:27])=[O:12])[CH2:3][C:4]1[CH:5]=[CH:6][CH:7]=[CH:8][CH:9]=1)=[O:14])([CH3:19])([CH3:18])[CH3:17] |f:1.2|. Reported procedure: The title compound was prepared in the idential manner as in Example 1 from 2.65 of Boc-Phe, 1.69 g (11.0 mmole) of methyl-γ-aminobutyrate hydrochloride salt, 1.25 ml of N-methylmorpholine and 2.27 g (11.0 mmole) of dicyclohexylcarbodiimide in 25 ml of methylene chloride, reacted for 24 hours, to provide a quantitative yield of product (TLC in the above solvent system, Rf 0.84). Starting materials: NCC1=C2C(N(C(C2=CC=C1)=O)C(CS(=O)(=O)C)C1=CC(=C(C=C1)OC)OCC)=O (4-(aminomethyl)-2-[1-(3-ethoxy-4-methoxyphenyl)-2-(methylsulfonyl)ethyl]isoindoline-1,3-dione), C(C)(=O)OC(C)=O (acetic anhydride). Yields the product C(C)OC=1C=C(C=CC1OC)C(CS(=O)(=O)C)N1C(C2=CC=CC(=C2C1=O)CNC(C)=O)=O (N-({2-[1-(3-ethoxy-4-methoxyphenyl)-2-(methylsulfonyl)ethyl]-1,3-dioxoisoindolin-4-yl}methyl)acetamide). The yield is 55.0%. RXN SMILES: [NH2:1][CH2:2][C:3]1[CH:11]=[CH:10][CH:9]=[C:8]2[C:4]=1[C:5](=[O:30])[N:6]([CH:13]([C:19]1[CH:24]=[CH:23][C:22]([O:25][CH3:26])=[C:21]([O:27][CH2:28][CH3:29])[CH:20]=1)[CH2:14][S:15]([CH3:18])(=[O:17])=[O:16])[C:7]2=[O:12].[C:31](OC(=O)C)(=[O:33])[CH3:32]>>[CH2:28]([O:27][C:21]1[CH:20]=[C:19]([CH:13]([N:6]2[C:5](=[O:30])[C:4]3[C:8](=[CH:9][CH:10]=[CH:11][C:3]=3[CH2:2][NH:1][C:31](=[O:33])[CH3:32])[C:7]2=[O:12])[CH2:14][S:15]([CH3:18])(=[O:17])=[O:16])[CH:24]=[CH:23][C:22]=1[O:25][CH3:26])[CH3:29]. Procedure: A stirred mixture of 4-(aminomethyl)-2-[1-(3-ethoxy-4-methoxyphenyl)-2-(methylsulfonyl)ethyl]isoindoline-1,3-dione (0.92 g, 2.13 mmol) and acetic anhydride (10 mL) was heated at reflux for 40 min and then cooled to room temperature. Excess acetic anhydride was removed in vacuo. The residue was dissolved in ethyl acetate (50 mL) and washed with 2N hydrogen chloride (20 mL), water (20 mL), brine (20 mL), and dried over magnesium sulfate. The solvent was removed in vacuo and the residue was purifie... Product: C1(=CC=CC=C1)C=1C(=NC2=CN=CC=C2C1)C1=CC=C(C=C1)CO ([4-(3-Phenyl-1,7-naphthyridin-2-yl)phenyl]methanol). Reactants: C(C)(C)(C)[Si](OCC1=CC=C(C=C1)C(CC1=CC=CC=C1)=O)(C)C (1-[4-({[t-butyl-(dimethyl)silyl]oxy}methyl)phenyl]-2-phenylethanone), C(=O)N(C(C(C)(C)C)=O)C=1C=NC=CC1C=O (N-formyl-N-(4-formylpyridine-3-yl)-2,2-dimethylpropanamide), [OH-].[Na+] (NaOH). Solvent: C(C)O (ethanol). Conditions: temperature 70 celsius. As a reaction SMILES: C([Si](C)(C)[O:6][CH2:7][C:8]1[CH:13]=[CH:12][C:11]([C:14](=O)[CH2:15][C:16]2[CH:21]=[CH:20][CH:19]=[CH:18][CH:17]=2)=[CH:10][CH:9]=1)(C)(C)C.C([N:27]([C:34]1[CH:35]=[N:36][CH:37]=[CH:38][C:39]=1[CH:40]=O)C(=O)C(C)(C)C)=O.[OH-].[Na+]>C(O)C>[C:16]1([C:15]2[C:14]([C:11]3[CH:10]=[CH:9][C:8]([CH2:7][OH:6])=[CH:13][CH:12]=3)=[N:27][C:34]3[C:39]([CH:40]=2)=[CH:38][CH:37]=[N:36][CH:35]=3)[CH:17]=[CH:18][CH:19]=[CH:20][CH:21]=1 |f:2.3|. Procedure details: To a partial suspension of 1-[4-({[t-butyl-(dimethyl)silyl]oxy}methyl)phenyl]-2-phenylethanone (1.03 gm, 3.0 mmol) and N-formyl-N-(4-formylpyridine-3-yl)-2,2-dimethylpropanamide (704 mg, 3.0 mmol) in absolute ethanol (8 mL) was added dropwise 5N NaOH (2.5 mL, 12.5 mmol). This mixture was heated at 70° C. over night. The solvent was evaporated in vacuo and the residue was partitioned between methylene chloride and aqueous sodium carbonate. The organic layer was dried (Na2SO4), the solution filter... As a reaction SMILES: [I:1][C:2]1[N:3]=[C:4]([C:8]([NH:10][C@H:11]2[CH2:16][CH2:15][N:14]([C:17]3[S:18][C:19]([C:23]([O:25]CC)=[O:24])=[C:20]([CH3:22])[N:21]=3)[CH2:13][C@H:12]2[O:28][CH3:29])=[O:9])[NH:5][C:6]=1[I:7].[OH-].[Li+]>>[I:1][C:2]1[N:3]=[C:4]([C:8]([NH:10][C@H:11]2[CH2:16][CH2:15][N:14]([C:17]3[S:18][C:19]([C:23]([OH:25])=[O:24])=[C:20]([CH3:22])[N:21]=3)[CH2:13][C@H:12]2[O:28][CH3:29])=[O:9])[NH:5][C:6]=1[I:7] |f:1.2|. Isolated yield 83.4%. Reported procedure: The same operation as in Example (1i) was performed using ethyl cis(±)-2-(4-{[(4,5-diiodo-1H-imidazol-2-yl)carbonyl]amino}-3-methoxypiperidin-1-yl)-4-methyl-1,3-thiazole-5-carboxylate obtained in Example (71d) (83 mg, 0.13 mmol) and 2 N lithium hydroxide (2 mL), to obtain 66.9 mg of the title compound as a white solid (84%). Starting materials: IC=1N=C(NC1I)C(=O)N[C@@H]1[C@@H](CN(CC1)C=1SC(=C(N1)C)C(=O)OCC)OC (ethyl cis(±)-2-(4-{[(4,5-diiodo-1H-imidazol-2-yl)carbonyl]amino}-3-methoxypiperidin-1-yl)-4-methyl-1,3-thiazole-5-carboxylate), [OH-].[Li+] (lithium hydroxide). Yields the product IC=1N=C(NC1I)C(=O)N[C@@H]1[C@@H](CN(CC1)C=1SC(=C(N1)C)C(=O)O)OC (cis(±)-2-(4-{[(4,5-Diiodo-1H-imidazol-2-yl)carbonyl]amino}-3-methoxypiperidin-1-yl)-4-methyl-1,3-thiazole-5-carboxylic acid). Starting materials: C(C)(C)N(CC)C(C)C (diisopropylethylamine), NC1=CC=C(OC2=CC=NC3=CC(=C(C=C23)C#N)OCCOC)C=C1 (4-(4-aminophenoxy)-6-cyano-7-(2-methoxyethoxy)quinoline), CC1=NOC(=C1)NC(OC1=CC=CC=C1)=O (phenyl N-(3-methylisoxazol-5-yl)carbamate). Run in C1(=CC=CC=C1)C (toluene). Reaction conditions: temperature 100 celsius, time 2 hour. Yields the product C(#N)C=1C=C2C(=CC=NC2=CC1OCCOC)OC1=CC=C(C=C1)NC(=O)NC1=CC(=NO1)C (N-(4-(6-Cyano-7-(2-methoxyethoxy)-4-quinolyl)oxyphenyl)-N′-(3-methylisoxazol-5-yl) urea). Yield: 74.5%. Reaction SMILES: [NH2:1][C:2]1[CH:25]=[CH:24][C:5]([O:6][C:7]2[C:16]3[C:11](=[CH:12][C:13]([O:19][CH2:20][CH2:21][O:22][CH3:23])=[C:14]([C:17]#[N:18])[CH:15]=3)[N:10]=[CH:9][CH:8]=2)=[CH:4][CH:3]=1.[CH3:26][C:27]1[CH:31]=[C:30]([NH:32][C:33](=O)[O:34]C2C=CC=CC=2)[O:29][N:28]=1.C(N(C(C)C)CC)(C)C>C1(C)C=CC=CC=1>[C:17]([C:14]1[CH:15]=[C:16]2[C:11](=[CH:12][C:13]=1[O:19][CH2:20][CH2:21][O:22][CH3:23])[N:10]=[CH:9][CH:8]=[C:7]2[O:6][C:5]1[CH:4]=[CH:3][C:2]([NH:1][C:33]([NH:32][C:30]2[O:29][N:28]=[C:27]([CH3:26])[CH:31]=2)=[O:34])=[CH:25][CH:24]=1)#[N:18]. Procedure details: The 4-(4-aminophenoxy)-6-cyano-7-(2-methoxyethoxy)quinoline (100 mg) synthesized in Production Example 10 and phenyl N-(3-methylisoxazol-5-yl)carbamate (81 mg) were added to toluene (5 ml), diisopropylethylamine (0.88 ml) was added and the mixture was heated and stirred at 100° C. for 2 hours. After cooling, the precipitated crystals were filtered and washed with an ethyl acetate:toluene (1:1) mixed solvent to obtain the title compound (102 mg). Starting materials: N1C(CNC12CCCCC2)=O (1,4-diazaspiro[4,5]decan-2-one), O1C(CC(=O)OCC(C)C)C1 (2-methylpropyl 3,4-epoxybutanoate). Product: C1C(CN(C1=O)CC(=O)N)O (oxiracetam). RXN SMILES: [NH:1]1C2(CCCCC2)[NH:4][CH2:3][C:2]1=[O:11].[O:12]1[CH2:22][CH:13]1[CH2:14][C:15]([O:17]CC(C)C)=O>>[CH2:14]1[C:15](=[O:17])[N:4]([CH2:3][C:2]([NH2:1])=[O:11])[CH2:22][CH:13]1[OH:12]. Procedure: 1.3 g of 1,4-diazaspiro[4,5]decan-2-one ((5); R4 +R5 =--(CH2)5 --) (8.4 mmoles) are heated and stirred with magnetic stirring, with 1.5 g 2-methylpropyl 3,4-epoxybutanoate ((4), X=isobutyl) (9.5 mmoles) up to 110° (external temperature) for 24 h. The mixture is cooled, and the dark mass obtained is washed with 10 ml boiling ethyl acetate. This is decanted, and the solid obtained is crystallised from methanol to give oxiracetam as a crystalline white powder, m.p. 167°-70° C. Reactants: Br, O=C([O-])O, [Na+], COc1ccc(C2CCCN2CCN2CCOCC2)cc1. Yields the product Oc1ccc(C2CCCN2CCN2CCOCC2)cc1. Reaction SMILES: [BrH:27].[C:22](=[O:23])([OH:24])[O-:25].[Na+:26].[O:1]1[CH2:2][CH2:3][N:4]([CH2:7][CH2:8][N:9]2[CH:10]([c:14]3[cH:15][cH:16][c:17]([O:20][CH3:21])[cH:18][cH:19]3)[CH2:11][CH2:12][CH2:13]2)[CH2:5][CH2:6]1>>[O:1]1[CH2:2][CH2:3][N:4]([CH2:7][CH2:8][N:9]2[CH:10]([c:14]3[cH:15][cH:16][c:17]([OH:20])[cH:18][cH:19]3)[CH2:11][CH2:12][CH2:13]2)[CH2:5][CH2:6]1.